This data is from the Open Reaction Database (ORD), a public repository of structured organic reaction records. The task is: describe an organic reaction: reactants, conditions, products, and yield Reactants: C(C)(C)N1N=C(C=CC1=O)C(C(=O)C1=CC=CC=C1)=O (1-(1-isopropyl-6-oxo-1,6-dihydro-3-pyridazinyl)-2-phenyl-1,2-ethanedione), NC(C#N)=C(C#N)N (2,3-diamino-2-butenedinitrile). Solvent: C(C)#N (acetonitrile). Run at temperature 72.5 celsius. Yields the product C(C)(C)N1N=C(C=CC1=O)C=1N=C(C(=NC1C1=CC=CC=C1)C#N)C#N (5-(1-isopropyl-6-oxo-1,6-dihydro-3-pyridazinyl)-6-phenyl-2,3-pyrazinedicarbonitrile). The yield is 89.2%. RXN SMILES: [CH:1]([N:4]1[C:9](=[O:10])[CH:8]=[CH:7][C:6]([C:11](=O)[C:12]([C:14]2[CH:19]=[CH:18][CH:17]=[CH:16][CH:15]=2)=O)=[N:5]1)([CH3:3])[CH3:2].[NH2:21][C:22](=[C:25]([NH2:28])[C:26]#[N:27])[C:23]#[N:24]>C(#N)C>[CH:1]([N:4]1[C:9](=[O:10])[CH:8]=[CH:7][C:6]([C:11]2[N:21]=[C:22]([C:23]#[N:24])[C:25]([C:26]#[N:27])=[N:28][C:12]=2[C:14]2[CH:19]=[CH:18][CH:17]=[CH:16][CH:15]=2)=[N:5]1)([CH3:3])[CH3:2]. Reported procedure: A mixture of 1-(1-isopropyl-6-oxo-1,6-dihydro-3-pyridazinyl)-2-phenyl-1,2-ethanedione (1.15 g) and 2,3-diamino-2-butenedinitrile (0.46 g) in acetonitrile (6 ml) was heated at 70-75° C. for 3 hours. A reaction mixture was concentrated under reduced pressure and subjected to column chromatography on silica gel eluting with a mixture of n-hexane and EtOAc (60:40 v/v) to give 5-(1-isopropyl-6-oxo-1,6-dihydro-3-pyridazinyl)-6-phenyl-2,3-pyrazinedicarbonitrile as a solid (1.30 g). The reactants are [Li+].CC(C)[N-]C(C)C (LDA), BrC1=CC=C(C=C1)C#C (1-bromo-4-ethynyl-benzene), ClC(=O)OCC (Ethyl chloroformate). Solvent: C1CCOC1 (THF), C1CCOC1 (THF). Run at time 30 minute. Yields the product C(C)OC(C#CC1=CC=C(C=C1)Br)=O ((4-bromo-phenyl)-propynoic acid ethyl ester). Yield: 69.2%. As a reaction SMILES: [Li+].CC([N-]C(C)C)C.[Br:9][C:10]1[CH:15]=[CH:14][C:13]([C:16]#[CH:17])=[CH:12][CH:11]=1.Cl[C:19]([O:21][CH2:22][CH3:23])=[O:20]>C1COCC1>[CH2:22]([O:21][C:19](=[O:20])[C:17]#[C:16][C:13]1[CH:14]=[CH:15][C:10]([Br:9])=[CH:11][CH:12]=1)[CH3:23] |f:0.1|. Reported procedure: LDA solution (2M) in THF (20.71 mL, 41.436 mmol) was added to a stirred solution of 1-bromo-4-ethynyl-benzene (3 g, 16.57 mmol) in dry THF (40 mL) at −70° C. and stirred for 30 min. Ethyl chloroformate (11.81 mL, 74.58 mmol) was added and the mixture was allowed to warm to ambient temperature. Stirring was continued for 2 h. The mixture was cooled, and quenched with saturated NH4Cl solution. THF was evaporated under reduced pressure and the aqueous layer was extracted with ethyl acetate. The org... The solvent is C(Cl)Cl (CH2Cl2). Yields the product C(C)OC(C(CC1=CC=C(C=C1)OCC1=CC=CC=C1)(C)O)=O (3-(4-Benzyloxy-phenyl)-2-hydroxy-2-methyl-propionic acid ethyl ester). RXN SMILES: B(F)(F)F.CCOCC.[CH2:10]([O:12][C:13](=[O:33])[C:14]([OH:32])([CH3:31])[CH:15]([C:17]1[CH:22]=[CH:21][C:20]([O:23][CH2:24][C:25]2[CH:30]=[CH:29][CH:28]=[CH:27][CH:26]=2)=[CH:19][CH:18]=1)O)[CH3:11].C([SiH](CC)CC)C>C(Cl)Cl>[CH2:10]([O:12][C:13](=[O:33])[C:14]([OH:32])([CH3:31])[CH2:15][C:17]1[CH:22]=[CH:21][C:20]([O:23][CH2:24][C:25]2[CH:26]=[CH:27][CH:28]=[CH:29][CH:30]=2)=[CH:19][CH:18]=1)[CH3:11] |f:0.1|. Procedure details: Boron trifluoride etherate was added to a 0° C. solution of 3-(4-Benzyloxy-phenyl)-2,3-dihydroxy-2-methyl-propionic acid ethyl ester (12.9 g, 38.96 mmol) and triethylsilane (28 mL, 175.3 mmol, d=0.728) in anhydrous CH2Cl2, then the reaction is allowed to gradually warm to ambient temperature over 3 h. The reaction is quenched with a saturated aqueous solution of sodium bicarbonate and extracted with additional CH2Cl2. The organic layer is dried, concentrated, and separated by chiral chromatograp... The yield is 95.5%. Starting materials: B(F)(F)F.CCOCC (Boron trifluoride etherate), C(C)OC(C(C(O)C1=CC=C(C=C1)OCC1=CC=CC=C1)(C)O)=O (3-(4-Benzyloxy-phenyl)-2,3-dihydroxy-2-methyl-propionic acid ethyl ester), C(C)[SiH](CC)CC (triethylsilane). Reactants: BrCCCCOC=1C=C2C=CN(C2=CC1F)C1=CC=C(C=C1)F (5-(4-Bromo-butoxy)-1-(4-fluoro-phenyl)-6-fluoro-1H-indole), C(C)NCCO (2-(ethylamino)ethanol). The product is FC1=CC=C(C=C1)N1C=CC2=CC(=C(C=C12)F)OCCCCN(CCO)CC (2-({4-[1-(4-Fluoro-phenyl)-6-fluoro -1H-indol-5-yloxy]-butyl}-ethyl-amino)-ethanol). Reaction SMILES: Br[CH2:2][CH2:3][CH2:4][CH2:5][O:6][C:7]1[CH:8]=[C:9]2[C:13](=[CH:14][C:15]=1[F:16])[N:12]([C:17]1[CH:22]=[CH:21][C:20]([F:23])=[CH:19][CH:18]=1)[CH:11]=[CH:10]2.[CH2:24]([NH:26][CH2:27][CH2:28][OH:29])[CH3:25]>>[F:23][C:20]1[CH:21]=[CH:22][C:17]([N:12]2[C:13]3[C:9](=[CH:8][C:7]([O:6][CH2:5][CH2:4][CH2:3][CH2:2][N:26]([CH2:24][CH3:25])[CH2:27][CH2:28][OH:29])=[C:15]([F:16])[CH:14]=3)[CH:10]=[CH:11]2)=[CH:18][CH:19]=1. Reported procedure: In analogy to example 23.7, 5-(4-Bromo-butoxy)-1-(4-fluoro-phenyl)-6-fluoro-1H-indole and 2-(ethylamino)ethanol were converted to yield 2-({4-[1-(4-Fluoro-phenyl)-6-fluoro -1H-indol-5-yloxy]-butyl}-ethyl-amino)-ethanol as light yellow oil, MS: 389 (MH+). Reaction conditions: time 8 hour. Reactants: C(#N)[BH3-].[Na+] (sodium cyanoborohydride), CC1=C(C(=CC=C1)C)N1C=C(C=C1)C(C)=NO (2,6-dimethylphenyl-3-acetyl-1H-pyrrole oxime). As a reaction SMILES: C([BH3-])#N.[Na+].[CH3:5][C:6]1[CH:11]=[CH:10][CH:9]=[C:8]([CH3:12])[C:7]=1[N:13]1[CH:17]=[CH:16][C:15]([C:18](=[N:20][OH:21])[CH3:19])=[CH:14]1>CO.Cl>[OH:21][NH:20][CH:18]([C:15]1[CH:16]=[CH:17][N:13]([C:7]2[C:8]([CH3:12])=[CH:9][CH:10]=[CH:11][C:6]=2[CH3:5])[CH:14]=1)[CH3:19] |f:0.1|. The product is ONC(C)C1=CN(C=C1)C1=C(C=CC=C1C)C (N-hydroxy-1-[1-(2,6-dimethylphenyl)-1H-pyrrol-3-yl]-ethylamine). Procedure details: Two mole-equivalents of sodium cyanoborohydride is added to a mixture of 1-(2,6-dimethylphenyl-3-acetyl-1H-pyrrole oxime in methanol and ethanolic hydrochloric acid is added to adjust to pH 3. The reaction mixture is stirred at room temperature overnight, poured over ice, rendered basic and extracted with ether. The ether extract is washed with brine, dried and evaporated to dryness. The residue is chromatographed over silica gel by gradient elution with methylene chloride/methanol, to yield N-h... Solvent: CO (methanol), Cl (hydrochloric acid). Reactants: ClC=1C=C(C=CC1C(=O)N1C(CCC1)(C)C)C1=C(C=CC(=C1)F)O[C@H](C(=O)OC)C (Methyl (2S)-2-({3′-chloro-4′-[(2,2-dimethylpyrrolidin-1-yl)carbonyl]-5-fluorobiphenyl-2-yl}oxy)propanoate), [OH-].[Li+] (lithium hydroxide). Run in C1CCOC1 (THF), O (water), [Cl-].[Na+].O (brine). Conditions: time 45 minute. The product is ClC=1C=C(C=CC1C(=O)N1C(CCC1)(C)C)C1=C(C=CC(=C1)F)O[C@H](C(=O)O)C ((2S)-2-({3′-chloro-4′-[(2,2-dimethylpyrrolidin-1-yl)carbonyl]-5-fluorobiphenyl-2-yl}oxy)propanoic acid). Reaction SMILES: [Cl:1][C:2]1[CH:3]=[C:4]([C:17]2[CH:22]=[C:21]([F:23])[CH:20]=[CH:19][C:18]=2[O:24][C@@H:25]([CH3:30])[C:26]([O:28]C)=[O:27])[CH:5]=[CH:6][C:7]=1[C:8]([N:10]1[CH2:14][CH2:13][CH2:12][C:11]1([CH3:16])[CH3:15])=[O:9].[OH-].[Li+]>C1COCC1.O.[Cl-].[Na+].O>[Cl:1][C:2]1[CH:3]=[C:4]([C:17]2[CH:22]=[C:21]([F:23])[CH:20]=[CH:19][C:18]=2[O:24][C@@H:25]([CH3:30])[C:26]([OH:28])=[O:27])[CH:5]=[CH:6][C:7]=1[C:8]([N:10]1[CH2:14][CH2:13][CH2:12][C:11]1([CH3:16])[CH3:15])=[O:9] |f:1.2,5.6.7|. Procedure details: To a vigorously stirred slution of the product from step e) (307 g) in THF (3 L) was added a solution of lithium hydroxide (148 g) in water (0.6 L) and the reaction stirred at RT for 45 min. Aqueous 20% brine solution (2.5L) was added and the layers separated. The organic fraction was concentrated in vacuo, the residue re-dissolved in water (6 L) and the stirred mixture acidified to pH 1 with conc HCl. The resulting precipitate was filtered and washed with portions of water until the filtrate wa...